This data is from the Open Reaction Database (ORD), a public repository of structured organic reaction records. The task is: describe an organic reaction: reactants, conditions, products, and yield The reactants are [H-].[Na+] (NaH), FC([C@@H]1CC[C@H](CC1)C(=O)N1[C@H](CCC1)CO)(F)F ([(2R)-1-{[trans-4-(trifluoromethyl)cyclohexyl]carbonyl}pyrrolidin-2-yl]methanol), O (water), BrC=1C=NC=C(C1)C(F)(F)F (3-bromo-5-(trifluoromethyl)pyridine). The solvent is CS(=O)C (DMSO). Conditions: time 15 minute. Product: FC(C=1C=NC=C(C1)OC[C@@H]1N(CCC1)C(=O)[C@@H]1CC[C@H](CC1)C(F)(F)F)(F)F (3-(trifluoromethyl)-5-{[(2R)-1-{[trans-4-(trifluoromethyl)cyclohexyl]carbonyl}pyrrolidin-2-yl]methoxy}pyridine). Isolated yield 42.8%. RXN SMILES: [H-].[Na+].[F:3][C:4]([F:21])([F:20])[C@H:5]1[CH2:10][CH2:9][C@H:8]([C:11]([N:13]2[CH2:17][CH2:16][CH2:15][C@@H:14]2[CH2:18][OH:19])=[O:12])[CH2:7][CH2:6]1.Br[C:23]1[CH:24]=[N:25][CH:26]=[C:27]([C:29]([F:32])([F:31])[F:30])[CH:28]=1.O>CS(C)=O>[F:30][C:29]([F:32])([F:31])[C:27]1[CH:26]=[N:25][CH:24]=[C:23]([O:19][CH2:18][C@H:14]2[CH2:15][CH2:16][CH2:17][N:13]2[C:11]([C@H:8]2[CH2:7][CH2:6][C@H:5]([C:4]([F:3])([F:20])[F:21])[CH2:10][CH2:9]2)=[O:12])[CH:28]=1 |f:0.1|. Procedure details: NaH (60% oil dispersant, 11 mg, 0.27 mmol) was placed on the reaction tube, and a solution of [(2R)-1-{[trans-4-(trifluoromethyl)cyclohexyl]carbonyl}pyrrolidin-2-yl]methanol (68 mg, 0.24 mmol, EXAMPLE 31 Step 1) in DMSO (2.0 mL) was added at ambient temperature. After being stirred for 15 min at room temperature, 3-bromo-5-(trifluoromethyl)pyridine (50 mg, 0.22 mmol) was added to the mixture at ambient temperature. The mixture was heated stepwise with continuous stirring, at room temperature for...